describe an organic reaction: reactants, conditions, products, and yield From a dataset of the Open Reaction Database (ORD), a public repository of structured organic reaction records. The reactants are BrC(C(=O)O)CCCCCCCC (2-Bromodecanoic acid), COC1=C(N)C(=CC(=C1)OC)OC (2,4,6-trimethoxyaniline), [Cl-].[NH4+] (ammonium chloride). The solvent is N1=CC=CC=C1 (pyridine), S(=O)(Cl)Cl (thionyl chloride). Run at time 1.5 hour. The product is BrC(C(=O)NC1=C(C=C(C=C1OC)OC)OC)CCCCCCCC (2-Bromo-N-(2,4,6-trimethoxyphenyl)decanamide). The yield is 69.5%. Reaction SMILES: [Br:1][CH:2]([CH2:6][CH2:7][CH2:8][CH2:9][CH2:10][CH2:11][CH2:12][CH3:13])[C:3]([OH:5])=O.[CH3:14][O:15][C:16]1[CH:22]=[C:21]([O:23][CH3:24])[CH:20]=[C:19]([O:25][CH3:26])[C:17]=1[NH2:18].[Cl-].[NH4+]>S(Cl)(Cl)=O.N1C=CC=CC=1>[Br:1][CH:2]([CH2:6][CH2:7][CH2:8][CH2:9][CH2:10][CH2:11][CH2:12][CH3:13])[C:3]([NH:18][C:17]1[C:19]([O:25][CH3:26])=[CH:20][C:21]([O:23][CH3:24])=[CH:22][C:16]=1[O:15][CH3:14])=[O:5] |f:2.3|. Procedure: 2-Bromodecanoic acid (1 g, 3.8 mmol) was heated under reflux in thionyl chloride (10 ml) for 1 hour. The thionyl chloride was evaporated and the residue was dissolved in dry ether (10 ml) and added dropwise to a solution of 2,4,6-trimethoxyaniline (0.7 g, 3.8 mmol) in pyridine (20 ml) at 0° C. and the mixture was stirred for 1.5 hours. The reaction mixture was poured into saturated aqueous ammonium chloride and extracted three times with ethyl acetate (60 ml). The combined organics were extracte... Reactants: FC(CN=C(NC=1SC=C(N1)CSCCN)N)(F)F (2-[2-(2,2,2-trifluoroethyl)guanidino]-4-[(2-aminoethyl)thiomethyl]thiazole), COC1=NS(N=C1OC)=O (3,4-dimethoxy-1,2,5-thiadiazole 1-oxide). Solvent: CO (methanol), CO (methanol). Conditions: time 1.5 hour. The product is COC1=NS(N=C1NCCSCC=1N=C(SC1)NC(=NCC(F)(F)F)N)=O (3-methoxy-4-[2-(2-[2,2,2-trifluoroethyl]-guanidino)thiazol-4-ylmethylthio]ethylamino-1,2,5-thiadiazole 1-oxide). Reaction SMILES: [F:1][C:2]([F:19])([F:18])[CH2:3][N:4]=[C:5]([NH2:17])[NH:6][C:7]1[S:8][CH:9]=[C:10]([CH2:12][S:13][CH2:14][CH2:15][NH2:16])[N:11]=1.[CH3:20][O:21][C:22]1[C:26](OC)=[N:25][S:24](=[O:29])[N:23]=1>CO>[CH3:20][O:21][C:22]1[C:26]([NH:16][CH2:15][CH2:14][S:13][CH2:12][C:10]2[N:11]=[C:7]([NH:6][C:5]([NH2:17])=[N:4][CH2:3][C:2]([F:1])([F:18])[F:19])[S:8][CH:9]=2)=[N:25][S:24](=[O:29])[N:23]=1. Reported procedure: A solution of 2-[2-(2,2,2-trifluoroethyl)guanidino]-4-[(2-aminoethyl)thiomethyl]thiazole (European Patent Publication No. 30092, Example 2; 2.1 g.) in methanol (20 ml.) was added dropwise to a stirred solution of 3,4-dimethoxy-1,2,5-thiadiazole 1-oxide (UK Patent Application No. 2067987, Example 4; 1.1 g.) in methanol (50 ml.) at 5°. The solution was stirred for 1.5 hours at 5°-10°. The intermediate 3-methoxy-4-[2-(2-[2,2,2-trifluoroethyl]-guanidino)thiazol-4-ylmethylthio]ethylamino-1,2,5-thiadi...